describe an organic reaction: reactants, conditions, products, and yield From a dataset of the Open Reaction Database (ORD), a public repository of structured organic reaction records. Starting materials: NC1=C(C=O)C=CC=C1 (2-aminobenzaldehyde), C1(CCCC(=O)O1)=O (glutaric anhydride). Run in C1=CC=CC=C1 (benzene). Product: C(=O)C1=C(C=CC=C1)NC(=O)CCCC(=O)O (4-(N-(2-formylphenyl)carbamoyl)butanoic acid). Isolated yield 91.9%. As a reaction SMILES: [NH2:1][C:2]1[CH:9]=[CH:8][CH:7]=[CH:6][C:3]=1[CH:4]=[O:5].[C:10]1(=[O:17])[O:16][C:14](=[O:15])[CH2:13][CH2:12][CH2:11]1>C1C=CC=CC=1>[CH:4]([C:3]1[CH:6]=[CH:7][CH:8]=[CH:9][C:2]=1[NH:1][C:10]([CH2:11][CH2:12][CH2:13][C:14]([OH:16])=[O:15])=[O:17])=[O:5]. Reported procedure: 2-aminobenzaldehyde (2.87 g) and glutaric anhydride (3.26 g) were dissolved in benzene (60 ml) and the mixture was heated to reflux for 10.5 hours. Benzene was removed and the residue was purified by silica gel column chromatography (ethyl acetate:hexane=1:1- ethyl acetate) to obtain 5.12 g of 4-(N-(2-formylphenyl)carbamoyl)butanoic acid. Yield: 93%. The reactants are C(CC(O)(C(=O)O)CC(=O)O)(=O)O.N[C@@]1([C@@H]2[C@]([C@@H]2C[C@H]1OCC1=CC(=C(C=C1)Cl)Cl)(C(=O)N)F)C#N ((1R,2S,3R,5R,6R)-2-amino-2-cyano-3-[(3,4-dichloro benzyl)oxy]-6-fluoro bicyclo[3.1.0]hexane-6-carboxamide citrate), C(CC(O)(C(=O)O)CC(=O)O)(=O)O.N[C@]1([C@@H]2[C@]([C@@H]2C[C@H]1OCC1=CC(=C(C=C1)Cl)Cl)(C(=O)N)F)C#N ((1R,2R,3R,5R,6R)-2-amino-2-cyano-3-[(3,4-dichloro benzyl)oxy]-6-fluorobicyclo[3.1.0]hexane-6-carboxamide citrate), filtrate, C(C)(=O)OCC (ethyl acetate), O (water), O (water). Run in CO (methanol), C(Cl)(Cl)Cl (chloroform). Conditions: temperature 91.5 celsius, time 4.5 hour. The product is ClC=1C=C(CO[C@H]2C([C@@H]3[C@]([C@@H]3C2)(C(=O)N)F)=O)C=CC1Cl ((1R,3R,5R,6R)-3-[(3,4-dichloro benzyl)oxy]-6-fluoro-2-oxo bicyclo[3.1.0]hexane-6-carboxamide). Yield: 977.1%. RXN SMILES: C(O)(=O)CC(CC(O)=O)(C(O)=O)[OH:4].N[C@@:15]1(C#N)[C@H:20]([O:21][CH2:22][C:23]2[CH:28]=[CH:27][C:26]([Cl:29])=[C:25]([Cl:30])[CH:24]=2)[CH2:19][C@@H:18]2[C@H:16]1[C@@:17]2([F:34])[C:31]([NH2:33])=[O:32].C(O)(=O)CC(CC(O)=O)(C(O)=O)O.N[C@]1(C#N)[C@H](OCC2C=CC(Cl)=C(Cl)C=2)C[C@@H]2[C@H]1[C@@]2(F)C(N)=O.O.C(OCC)(=O)C>CO.C(Cl)(Cl)Cl>[Cl:30][C:25]1[CH:24]=[C:23]([CH:28]=[CH:27][C:26]=1[Cl:29])[CH2:22][O:21][C@@H:20]1[CH2:19][C@@H:18]2[C@@H:16]([C@@:17]2([F:34])[C:31]([NH2:33])=[O:32])[C:15]1=[O:4] |f:0.1,2.3|. Procedure details: 174.84 g [containing 0.351 g of (1R,2S,3R,5R,6R)-2-amino-2-cyano-3-[(3,4-dichloro benzyl)oxy]-6-fluoro bicyclo[3.1.0]hexane-6-carboxamide citrate (6b) and 3.853 g of (1R,2R,3R,5R,6R)-2-amino-2-cyano-3-[(3,4-dichloro benzyl)oxy]-6-fluorobicyclo[3.1.0]hexane-6-carboxamide citrate (8b)] of the 190.36 g of the filtrate and washing solution (acetic acid solution) obtained from the Example 9 was added with 174 mL of water and stirred for 4.5 hrs under heating at 90 to 93° C. The reaction solution was ... Starting materials: BrC1=C(C(=C(C=C1)NCC(=O)OC)[N+](=O)[O-])OC1=C(C=C(C=C1)F)F (methyl {[4-bromo-3-(2,4-difluorophenoxy)-2-nitrophenyl]amino}acetate), CN1C(C2=C(C(=C1)B1OC(C(O1)(C)C)(C)C)C=NN2COCC[Si](C)(C)C)=O (6-methyl-4-(4,4,5,5-tetramethyl-1,3,2-dioxaborolan-2-yl)-1-{[2-(trimethylsilyl)ethoxy]methyl}-1,6-dihydro-7H-pyrazolo[3,4-c]pyridin-7-one). Yields the product FC1=C(OC=2C(=C(C=CC2C=2C3=C(C(N(C2)C)=O)N(N=C3)COCC[Si](C)(C)C)NCC(=O)OC)[N+](=O)[O-])C=CC(=C1)F (Methyl {[3-(2,4-difluorophenoxy)-4-(6-methyl-7-oxo-1-{[2-(trimethylsilyl)ethoxy]methyl}-6,7-dihydro-1H-pyrazolo[3,4-c]pyridin-4-yl)-2-nitrophenyl]amino}acetate). RXN SMILES: Br[C:2]1[CH:7]=[CH:6][C:5]([NH:8][CH2:9][C:10]([O:12][CH3:13])=[O:11])=[C:4]([N+:14]([O-:16])=[O:15])[C:3]=1[O:17][C:18]1[CH:23]=[CH:22][C:21]([F:24])=[CH:20][C:19]=1[F:25].[CH3:26][N:27]1[CH:32]=[C:31](B2OC(C)(C)C(C)(C)O2)[C:30]2[CH:42]=[N:43][N:44]([CH2:45][O:46][CH2:47][CH2:48][Si:49]([CH3:52])([CH3:51])[CH3:50])[C:29]=2[C:28]1=[O:53]>>[F:25][C:19]1[CH:20]=[C:21]([F:24])[CH:22]=[CH:23][C:18]=1[O:17][C:3]1[C:4]([N+:14]([O-:16])=[O:15])=[C:5]([NH:8][CH2:9][C:10]([O:12][CH3:13])=[O:11])[CH:6]=[CH:7][C:2]=1[C:31]1[C:30]2[CH:42]=[N:43][N:44]([CH2:45][O:46][CH2:47][CH2:48][Si:49]([CH3:50])([CH3:52])[CH3:51])[C:29]=2[C:28](=[O:53])[N:27]([CH3:26])[CH:32]=1. Procedure: This compound was synthesized according to the procedure of Example 10, Step 5, using methyl {[4-bromo-3-(2,4-difluorophenoxy)-2-nitrophenyl]amino}acetate and 6-methyl-4-(4,4,5,5-tetramethyl-1,3,2-dioxaborolan-2-yl)-1-{[2-(trimethylsilyl)ethoxy]methyl}-1,6-dihydro-7H-pyrazolo[3,4-c]pyridin-7-one as the starting materials. LCMS calculated for C28H32F2N5O7Si (M+H)+: m/z=616.2. found: 616.2. As a reaction SMILES: [Br:1][c:2]1[cH:3][cH:4][c:5]([C:8]([c:9]2[cH:10][cH:11][c:12]([OH:15])[cH:13][cH:14]2)=[C:16]2[CH2:17][CH2:18][CH2:19][CH2:20][CH2:21][CH2:22]2)[cH:6][cH:7]1.[C:31](=[O:32])([O-:33])[O-:34].[CH2:37]1[O:38][CH2:39][CH2:40][CH2:41]1.[CH3:43][CH2:44][O:45][CH2:46][CH3:47].[Na+:35].[Na+:36].[OH2:42].[Pd:48]([Cl:49])[Cl:50].[c:51]1([P:52]([c:53]2[cH:54][cH:55][cH:56][cH:57][cH:58]2)[c:59]2[cH:60][cH:61][cH:62][cH:63][cH:64]2)[cH:65][cH:66][cH:67][cH:68][cH:69]1.[c:70]1([P:71]([c:72]2[cH:73][cH:74][cH:75][cH:76][cH:77]2)[c:78]2[cH:79][cH:80][cH:81][cH:82][cH:83]2)[cH:84][cH:85][cH:86][cH:87][cH:88]1.[o:23]1[c:24]([B:28]([OH:29])[OH:30])[cH:25][cH:26][cH:27]1>>[c:2]1(-[c:24]2[o:23][cH:27][cH:26][cH:25]2)[cH:3][cH:4][c:5]([C:8]([c:9]2[cH:10][cH:11][c:12]([OH:15])[cH:13][cH:14]2)=[C:16]2[CH2:17][CH2:18][CH2:19][CH2:20][CH2:21][CH2:22]2)[cH:6][cH:7]1. Yields the product Oc1ccc(C(=C2CCCCCC2)c2ccc(-c3ccco3)cc2)cc1. Reactants: Oc1ccc(C(=C2CCCCCC2)c2ccc(Br)cc2)cc1, O=C([O-])[O-], C1CCOC1, CCOCC, [Na+], [Na+], O, Cl[Pd]Cl, c1ccc(P(c2ccccc2)c2ccccc2)cc1, c1ccc(P(c2ccccc2)c2ccccc2)cc1, OB(O)c1ccco1. The reactants are C1CCOC1, [Li]CCCC, COC(=O)c1ccc(I)cc1, C#C[Si](C)(C)C, CCOC(C)=O, [Cl-], [Cl-], [Zn+2], c1ccc(P(c2ccccc2)(c2ccccc2)[Pd](P(c2ccccc2)(c2ccccc2)c2ccccc2)(P(c2ccccc2)(c2ccccc2)c2ccccc2)P(c2ccccc2)(c2ccccc2)c2ccccc2)cc1. Yields the product COC(=O)c1ccc(C#C[Si](C)(C)C)cc1. As a reaction SMILES: [CH2:23]1[O:24][CH2:25][CH2:26][CH2:27]1.[CH2:7]([Li:8])[CH2:9][CH2:10][CH3:11].[CH3:12][O:13][C:14]([c:15]1[cH:16][cH:17][c:18]([I:21])[cH:19][cH:20]1)=[O:22].[CH3:1][Si:2]([CH3:3])([CH3:4])[C:5]#[CH:6].[CH3:28][CH2:29][O:30][C:31](=[O:32])[CH3:33].[Cl-:34].[Cl-:36].[Zn+2:35].[cH:37]1[cH:38][cH:39][c:40]([P:41]([Pd:42]([P:43]([c:44]2[cH:45][cH:46][cH:47][cH:48][cH:49]2)([c:50]2[cH:51][cH:52][cH:53][cH:54][cH:55]2)[c:56]2[cH:57][cH:58][cH:59][cH:60][cH:61]2)([P:62]([c:63]2[cH:64][cH:65][cH:66][cH:67][cH:68]2)([c:69]2[cH:70][cH:71][cH:72][cH:73][cH:74]2)[c:75]2[cH:76][cH:77][cH:78][cH:79][cH:80]2)[P:81]([c:82]2[cH:83][cH:84][cH:85][cH:86][cH:87]2)([c:88]2[cH:89][cH:90][cH:91][cH:92][cH:93]2)[c:94]2[cH:95][cH:96][cH:97][cH:98][cH:99]2)([c:100]2[cH:101][cH:102][cH:103][cH:104][cH:105]2)[c:106]2[cH:107][cH:108][cH:109][cH:110][cH:111]2)[cH:112][cH:113]1>>[CH3:1][Si:2]([CH3:3])([CH3:4])[C:5]#[C:6][c:18]1[cH:17][cH:16][c:15]([C:14]([O:13][CH3:12])=[O:22])[cH:20][cH:19]1. Starting materials: ClC1=C(C=CC=C1)C1CC(C=2C(=NNC2C1)NC1=CC=CC=C1)=O (6-(2-chlorophenyl)-3-phenylamino-4,5,6,7-tetrahydroindazol-4-one), C(=N)(N)NN.Cl (aminoguanidine hydrochloride), Cl (hydrochloric acid), O (water). Solvent: C(C)O (ethanol). Product: Cl.ClC1=C(C=CC=C1)C1CC(C=2C(=NNC2C1)NC1=CC=CC=C1)=NNC(=N)N (6-(2-chlorophenyl)-4-guanidinoimino-3-phenylamino-4,5,6,7-tetrahydroindazole hydrochloride). Isolated yield 90.3%. Reaction SMILES: [Cl:1][C:2]1[CH:7]=[CH:6][CH:5]=[CH:4][C:3]=1[CH:8]1[CH2:16][C:15]2[NH:14][N:13]=[C:12]([NH:17][C:18]3[CH:23]=[CH:22][CH:21]=[CH:20][CH:19]=3)[C:11]=2[C:10](=O)[CH2:9]1.[C:25]([NH:28][NH2:29])([NH2:27])=[NH:26].Cl.Cl.O>C(O)C>[ClH:1].[Cl:1][C:2]1[CH:7]=[CH:6][CH:5]=[CH:4][C:3]=1[CH:8]1[CH2:16][C:15]2[NH:14][N:13]=[C:12]([NH:17][C:18]3[CH:23]=[CH:22][CH:21]=[CH:20][CH:19]=3)[C:11]=2[C:10](=[N:29][NH:28][C:25]([NH2:27])=[NH:26])[CH2:9]1 |f:1.2,6.7|. Reported procedure: A mixture of 6-(2-chlorophenyl)-3-phenylamino-4,5,6,7-tetrahydroindazol-4-one (0.4 g), aminoguanidine hydrochloride (0.16 g), concentrated hydrochloric acid (0.31 ml), water (0.31 ml) and ethanol (20 ml) was refluxed for 6 hours. Under reduced pressure, the solvent was evaporated, and to the residue was added sodium hydrogen carbonate solution to make the solution alkaline. The mixture was extracted with ethylacetate, and the organic layer was washed with water and concentrated under reduced pre... Starting materials: S(=O)(=O)(C1=CC=C(C)C=C1)OCCCC(COCCC)OC(C)=O (4-acetoxy-5-propoxy-1-pentanol tosylate), [I-].[Na+] (sodium iodide). Run in CC(=O)C (acetone). Reaction conditions: time 18 hour. Product: C(C)(=O)OC(CCCI)COCCC (4-Acetoxy-5-propoxy-1-iodopentane). As a reaction SMILES: S(O[CH2:12][CH2:13][CH2:14][CH:15]([O:21][C:22](=[O:24])[CH3:23])[CH2:16][O:17][CH2:18][CH2:19][CH3:20])(C1C=CC(C)=CC=1)(=O)=O.[I-:25].[Na+]>CC(C)=O>[C:22]([O:21][CH:15]([CH2:16][O:17][CH2:18][CH2:19][CH3:20])[CH2:14][CH2:13][CH2:12][I:25])(=[O:24])[CH3:23] |f:1.2|. Reported procedure: A solution of 4-acetoxy-5-propoxy-1-pentanol tosylate (61.5 g., 0.179 mole) and sodium iodide (79.5 g., 0.53 mole) in acetone (500 ml.) is allowed to stand at 25°-27° C. for 18 hours. The precipitated sodium tosylate is filtered off. Most of the acetone is evaporated from the filtrate and the residue is treated with 300 ml. of water. The oily product is taken up in ether, washed with dilute sodium thiosulfate solution, water, and brine, and dried over sodium sulfate. The solvent is distilled in ... The reactants are C(C)(C)(C)C1=NC=C(C(=N1)CCCCCC)C(=O)N([C@H]1C[C@H](CN(C1)C(=O)OC(C)(C)C)C(=O)OC)CC(C)C (1-tert-Butyl 3-methyl(3R,5S)-5-{[(2-tert-butyl-4-hexylpyrimidin-5-yl)carbonyl](2-methylpropyl)amino}piperidine-1,3-dicarboxylate), [OH-].[Na+] (sodium hydroxide). The solvent is CO (methanol), C1CCOC1 (THF). Run at time 2 hour. The product is C(C)(C)(C)C1=NC=C(C(=N1)CCCCCC)C(=O)N([C@@H]1CN(C[C@@H](C1)C(=O)N1CCOCC1)C(=O)OC(C)(C)C)CC(C)C (tert-butyl(3S,5R)-3-{[(2-tert-butyl-4-hexylpyrimidin-5-yl)carbonyl](2-methylpropyl)amino}-5-(morpholin-4-ylcarbonyl)piperidine-1-carboxylate). As a reaction SMILES: [C:1]([C:5]1[N:10]=[C:9]([CH2:11][CH2:12][CH2:13][CH2:14][CH2:15][CH3:16])[C:8]([C:17]([N:19]([CH2:37][CH:38]([CH3:40])[CH3:39])[C@@H:20]2[CH2:25][N:24]([C:26]([O:28][C:29]([CH3:32])([CH3:31])[CH3:30])=[O:27])[CH2:23][C@H:22]([C:33](OC)=[O:34])[CH2:21]2)=[O:18])=[CH:7][N:6]=1)([CH3:4])([CH3:3])[CH3:2].[OH-:41].[Na+]>CO.C1COCC1>[C:1]([C:5]1[N:10]=[C:9]([CH2:11][CH2:12][CH2:13][CH2:14][CH2:15][CH3:16])[C:8]([C:17]([N:19]([CH2:37][CH:38]([CH3:39])[CH3:40])[C@H:20]2[CH2:21][C@@H:22]([C:33]([N:6]3[CH2:7][CH2:8][O:41][CH2:1][CH2:5]3)=[O:34])[CH2:23][N:24]([C:26]([O:28][C:29]([CH3:31])([CH3:32])[CH3:30])=[O:27])[CH2:25]2)=[O:18])=[CH:7][N:6]=1)([CH3:3])([CH3:4])[CH3:2] |f:1.2|. Procedure details: 1-tert-Butyl 3-methyl(3R,5S)-5-{[(2-tert-butyl-4-hexylpyrimidin-5-yl)carbonyl](2-methylpropyl)amino}piperidine-1,3-dicarboxylate (219 mg) was dissolved in methanol (3 ml) and THF (2 ml), 1M aqueous sodium hydroxide solution (2 ml) was added and the mixture was stirred at room temperature for 2 hr. The reaction mixture was concentrated under reduced pressure, and the aqueous layer of the mixture was adjusted to pH 5-6 with saturated aqueous ammonium chloride solution, and the mixture was extracte... The reactants are N(=NC(=O)OCC)C(=O)OCC (diethyl azodicarboxylate), OC1CCN(CC1)C (4-hydroxy-1-methylpiperidine), ON1C(C=2C(C1=O)=CC=CC2)=O (N-hydroxyphthalimide), C1(=CC=CC=C1)P(C1=CC=CC=C1)C1=CC=CC=C1 (triphenylphosphine). Run in O1CCCC1 (tetrahydrofuran), C(C)(=O)OCC (ethyl acetate), Cl (hydrochloric acid). Reaction conditions: temperature 20 celsius, time 18 hour. Yields the product CN1CCC(CC1)ON1C(C=2C(C1=O)=CC=CC2)=O (N-(1-Methyl-4-piperidyloxy)phthalimide). Isolated yield 27.5%. As a reaction SMILES: N(C(OCC)=O)=NC(OCC)=O.[OH:13][CH:14]1[CH2:19][CH2:18][N:17]([CH3:20])[CH2:16][CH2:15]1.O[N:22]1[C:26](=[O:27])[C:25]2=[CH:28][CH:29]=[CH:30][CH:31]=[C:24]2[C:23]1=[O:32].C1(P(C2C=CC=CC=2)C2C=CC=CC=2)C=CC=CC=1>O1CCCC1.Cl.C(OCC)(=O)C>[CH3:20][N:17]1[CH2:18][CH2:19][CH:14]([O:13][N:22]2[C:23](=[O:32])[C:24]3=[CH:31][CH:30]=[CH:29][CH:28]=[C:25]3[C:26]2=[O:27])[CH2:15][CH2:16]1. Reported procedure: N-(1-Methyl-4-piperidyloxy)phthalimide may be obtained in the following manner: diethyl azodicarboxylate (53.8 g) is added in the course of 90 minutes at a temperature in the region of 0° C. to a suspension of 4-hydroxy-1-methylpiperidine (30.6 g), N-hydroxyphthalimide (43.7 g) and triphenylphosphine (68.3 g) in tetrahydrofuran (450 cc). The suspension obtained is stirred at a temperature in the region of 20° C. for 18 hours and the reaction mixture is then concentrated to dryness under reduced ...